This data is from the Open Reaction Database (ORD), a public repository of structured organic reaction records. The task is: describe an organic reaction: reactants, conditions, products, and yield Reactants: C(C)C1C(CC(C(C(OC(C2CCCCN2C(C(C2(C(CC(C(C(CC(CC(=C1)C)C)OC)O2)OC)C)O)=O)=O)=O)C(=CC2CC(C(CC2)OCC(N=[N+]=[N-])C2=CC=CC=C2)OC)C)C)O[Si](C)(C)C(C)(C)C)=O (17-Ethyl-1-hydroxy-14-(tert-butyldimethylsiloxy)-12-[2'-(4"-(2"'-phenyl-2"'-azidoethyloxy)-3"-methoxycyclohexyl)-1'-methylvinyl]-23,25-dimethoxy-13,19,21,27-tetramethyl-11,28-dioxa-4-azatricyclo[22.3.1.04,9 ]octacos-18-ene-2,3,10,16-tetraone), C1(=CC=CC=C1)P(C1=CC=CC=C1)C1=CC=CC=C1 (triphenyl phosphine). The solvent is C1=CC=CC=C1 (benzene). Conditions: temperature 60 celsius. Yields the product C(C)C1C(CC(C(C(OC(C2CCCCN2C(C(C2(C(CC(C(C(CC(CC(=C1)C)C)OC)O2)OC)C)O)=O)=O)=O)C(=CC2CC(C(CC2)OCC(N)C2=CC=CC=C2)OC)C)C)O)=O (17-Ethyl-1,14-dihydroxy-12-[2'-(4"-(2"'-phenyl-2"'-aminoethyloxy)-3"-methoxycyclohexyl)-1'-methylvinyl]-23,25-dimethoxy-13,19,21,27-tetramethyl-11,28-dioxa-4-azatricyclo[22.3.1.04,9 ]octacos-18-ene-2,3,10,16-tetraone). Isolated yield 38.5%. Reaction SMILES: [CH2:1]([CH:3]1[CH:29]=[C:28]([CH3:30])[CH2:27][CH:26]([CH3:31])[CH2:25][CH:24]([O:32][CH3:33])[CH:23]2[O:34][C:19]([OH:38])([CH:20]([CH3:37])[CH2:21][CH:22]2[O:35][CH3:36])[C:18](=[O:39])[C:17](=[O:40])[N:16]2[CH:11]([CH2:12][CH2:13][CH2:14][CH2:15]2)[C:10](=[O:41])[O:9][CH:8]([C:42]([CH3:64])=[CH:43][CH:44]2[CH2:49][CH2:48][CH:47]([O:50][CH2:51][CH:52]([C:56]3[CH:61]=[CH:60][CH:59]=[CH:58][CH:57]=3)[N:53]=[N+]=[N-])[CH:46]([O:62][CH3:63])[CH2:45]2)[CH:7]([CH3:65])[CH:6]([O:66][Si](C(C)(C)C)(C)C)[CH2:5][C:4]1=[O:74])[CH3:2].C1(P(C2C=CC=CC=2)C2C=CC=CC=2)C=CC=CC=1>C1C=CC=CC=1>[CH2:1]([CH:3]1[CH:29]=[C:28]([CH3:30])[CH2:27][CH:26]([CH3:31])[CH2:25][CH:24]([O:32][CH3:33])[CH:23]2[O:34][C:19]([OH:38])([CH:20]([CH3:37])[CH2:21][CH:22]2[O:35][CH3:36])[C:18](=[O:39])[C:17](=[O:40])[N:16]2[CH:11]([CH2:12][CH2:13][CH2:14][CH2:15]2)[C:10](=[O:41])[O:9][CH:8]([C:42]([CH3:64])=[CH:43][CH:44]2[CH2:49][CH2:48][CH:47]([O:50][CH2:51][CH:52]([C:56]3[CH:57]=[CH:58][CH:59]=[CH:60][CH:61]=3)[NH2:53])[CH:46]([O:62][CH3:63])[CH2:45]2)[CH:7]([CH3:65])[CH:6]([OH:66])[CH2:5][C:4]1=[O:74])[CH3:2]. Procedure: To a solution of the product from Step A (27 mg) in wet benzene (0.5 ml) was added triphenyl phosphine (15 mg) and the reaction heated to 60° C. for 2 hours. The reaction mixture was concentrated, dissolved in THF (200 μl) and treated with hydrogen fluoride/pyridine for 24 hours at room temperature. The reaction was quenched with saturated aqueous sodium bicarbonate solution and extacted into ethyl acetate. The crude material was purified by preparative plate chromatography (20cm×20cm, 500 micro... Starting materials: OC1=C(C(=O)CCC(=O)O)C=CC=C1 (3-(o-hydroxybenzoyl)propionic acid), S(O)(O)(=O)=O (sulphuric acid), C(C)O (ethanol), C(Cl)(Cl)Cl (chloroform), ice water. Product: OC1=C(C(=O)CCC(=O)OCC)C=CC=C1 (Ethyl 3-(o-hydroxybenzoyl)propionate). RXN SMILES: [OH:1][C:2]1[CH:14]=[CH:13][CH:12]=[CH:11][C:3]=1[C:4]([CH2:6][CH2:7][C:8]([OH:10])=[O:9])=[O:5].S(=O)(=O)(O)O.C(Cl)(Cl)Cl.[CH2:24](O)[CH3:25]>>[OH:1][C:2]1[CH:14]=[CH:13][CH:12]=[CH:11][C:3]=1[C:4]([CH2:6][CH2:7][C:8]([O:10][CH2:24][CH3:25])=[O:9])=[O:5]. Reported procedure: A solution of 3-(o-hydroxybenzoyl)propionic acid (18.8 g.) in ethanol (120 ml.) was treated with concentrated sulphuric acid (1 ml.) and the mixture heated at reflux temperature for 12 hours. It was cooled, poured into ice-water (350 ml.) and the oily solid isolated with chloroform. It (18.6 g.) was purified by distillation at reduced pressure and had bp 112°-113° C at 0.1 mm; nD24.5 = 1.5301.